From a dataset of the Open Reaction Database (ORD), a public repository of structured organic reaction records. describe an organic reaction: reactants, conditions, products, and yield Yields the product ethyl ester, O(C1=CC=CC=C1)CC1=CC=C(OC(C(=O)O)(C)C)C=C1 (2-(4-phenoxymethylphenoxy)-2-methyl-propionic acid). The reactants are OC(C(=O)O)(C)C (2-hydroxyisobutyric acid), S(O)(O)(=O)=O (sulfuric acid), O(C1=CC=CC=C1)CC1=CC=C(C=C1)O (4-phenoxymethylphenol), ethyl ester. Reaction SMILES: [O:1]([CH2:8][C:9]1[CH:14]=[CH:13][C:12]([OH:15])=[CH:11][CH:10]=1)[C:2]1[CH:7]=[CH:6][CH:5]=[CH:4][CH:3]=1.O[C:17]([CH3:22])([CH3:21])[C:18]([OH:20])=[O:19].S(=O)(=O)(O)O>O>[O:1]([CH2:8][C:9]1[CH:10]=[CH:11][C:12]([O:15][C:17]([CH3:22])([CH3:21])[C:18]([OH:20])=[O:19])=[CH:13][CH:14]=1)[C:2]1[CH:7]=[CH:6][CH:5]=[CH:4][CH:3]=1. Solvent: O (water). Procedure: A mixture of 20 g. of 4-phenoxymethylphenol and 13.2 g. of the ethyl ester of 2-hydroxyisobutyric acid is combined with 15 g. of sulfuric acid, and the reaction mixture is agitated for 2 hours at 50°-60°. After cooling, the mixture is combined with water and worked up as usual, obtaining the ethyl ester of 2-(4-phenoxymethylphenoxy)-2-methyl-propionic acid.